From a dataset of the Open Reaction Database (ORD), a public repository of structured organic reaction records. describe an organic reaction: reactants, conditions, products, and yield Starting materials: FC(C(C1=CC=C(C(N1)=O)C(=O)OC)(F)F)(C(F)(F)F)F (methyl 6-(heptafluoropropyl)-2-oxo-1,2-dihydropyridine-3-carboxylate), Cl (hydrochloric acid). Solvent: C(CC)N (propylamine). Product: FC(C(C1=CC=C(C(N1)=O)C(=O)NCCC)(F)F)(C(F)(F)F)F (6-(Heptafluoropropyl) 2 oxo-N-propyl-1,2-dihydropyridine-3-carboxamide). As a reaction SMILES: [F:1][C:2]([F:21])([C:17]([F:20])([F:19])[F:18])[C:3]([F:16])([F:15])[C:4]1[NH:9][C:8](=[O:10])[C:7]([C:11](OC)=[O:12])=[CH:6][CH:5]=1.Cl>C(N)CC>[F:21][C:2]([F:1])([C:17]([F:20])([F:19])[F:18])[C:3]([F:15])([F:16])[C:4]1[NH:9][C:8](=[O:10])[C:7]([C:11]([NH:9][CH2:8][CH2:7][CH3:6])=[O:12])=[CH:6][CH:5]=1. Reported procedure: 250 mg (0.78 mmol) of methyl 6-(heptafluoropropyl)-2-oxo-1,2-dihydropyridine-3-carboxylate in 5 ml of propylamine were heated under reflux for 5 h. The mixture was then adjusted to pH 2 by addition of 1N hydrochloric acid and extracted with dichloromethane. Drying and concentration gave 240 mg (88% of theory) of a beige powder. Reactants: CC(NC(=O)c1nc(Br)c2ccccc2c1O)C(=O)O, Sc1ccc(Cl)cc1. Yields the product CC(NC(=O)c1nc(Sc2ccc(Cl)cc2)c2ccccc2c1O)C(=O)O. As a reaction SMILES: [Br:1][c:2]1[n:3][c:4]([C:13](=[O:14])[NH:15][CH:16]([C:17](=[O:18])[OH:19])[CH3:20])[c:5]([OH:12])[c:6]2[cH:7][cH:8][cH:9][cH:10][c:11]12.[Cl:21][c:22]1[cH:23][cH:24][c:25]([SH:28])[cH:26][cH:27]1>>[c:2]1([S:28][c:25]2[cH:24][cH:23][c:22]([Cl:21])[cH:27][cH:26]2)[n:3][c:4]([C:13](=[O:14])[NH:15][CH:16]([C:17](=[O:18])[OH:19])[CH3:20])[c:5]([OH:12])[c:6]2[cH:7][cH:8][cH:9][cH:10][c:11]12. The reactants are Cn1cc(Br)cn1, CON(C)C(C)=O, C1CCOC1. Yields the product CC(=O)c1cnn(C)c1. Reaction SMILES: [Br:1][c:2]1[cH:3][n:4][n:5]([CH3:7])[cH:6]1.[CH3:8][O:9][N:10]([C:11]([CH3:12])=[O:13])[CH3:14].[O:15]1[CH2:16][CH2:17][CH2:18][CH2:19]1>>[c:2]1([C:11]([CH3:12])=[O:13])[cH:3][n:4][n:5]([CH3:7])[cH:6]1. The reactants are CC1CO1, Cc1ccccc1, CC(C)c1ccccc1O. Yields the product CC(O)COc1ccccc1C(C)C. As a reaction SMILES: [CH2:11]1[CH:12]([CH3:13])[O:14]1.[CH3:15][c:16]1[cH:17][cH:18][cH:19][cH:20][cH:21]1.[CH3:1][CH:2]([CH3:3])[c:4]1[cH:5][cH:6][cH:7][cH:8][c:9]1[OH:10]>>[CH3:1][CH:2]([CH3:3])[c:4]1[cH:5][cH:6][cH:7][cH:8][c:9]1[O:10][CH2:11][CH:12]([CH3:13])[OH:14].